From a dataset of the Open Reaction Database (ORD), a public repository of structured organic reaction records. describe an organic reaction: reactants, conditions, products, and yield The reactants are ClCCCCCOC=1C=C(C=CC1)C1C(COC2=C1C=CC(=C2)OCOC)C2=CC=C(C=C2)OCOC (4-[3-(5-Chloropentyloxy)phenyl]-7-methoxymethyloxy-3-[4-(methoxymethyloxy)phenyl]-2,3-dihydro-4H-benzopyran), [I-].[Na+] (sodium iodide), O (water). The solvent is C(C)C(=O)C (methyl ethyl ketone). Product: ICCCCCOC=1C=C(C=CC1)C1C(COC2=C1C=CC(=C2)OCOC)C2=CC=C(C=C2)OCOC (4-[3-(5-iodopentyloxy)phenyl]-7-methoxymethyloxy-3-[4-(methoxymethyloxy)phenyl]-2,3-dihydro-4H-benzopyran). Isolated yield 94.7%. RXN SMILES: Cl[CH2:2][CH2:3][CH2:4][CH2:5][CH2:6][O:7][C:8]1[CH:9]=[C:10]([CH:14]2[C:19]3[CH:20]=[CH:21][C:22]([O:24][CH2:25][O:26][CH3:27])=[CH:23][C:18]=3[O:17][CH2:16][CH:15]2[C:28]2[CH:33]=[CH:32][C:31]([O:34][CH2:35][O:36][CH3:37])=[CH:30][CH:29]=2)[CH:11]=[CH:12][CH:13]=1.[I-:38].[Na+].O>C(C(C)=O)C>[I:38][CH2:2][CH2:3][CH2:4][CH2:5][CH2:6][O:7][C:8]1[CH:9]=[C:10]([CH:14]2[C:19]3[CH:20]=[CH:21][C:22]([O:24][CH2:25][O:26][CH3:27])=[CH:23][C:18]=3[O:17][CH2:16][CH:15]2[C:28]2[CH:33]=[CH:32][C:31]([O:34][CH2:35][O:36][CH3:37])=[CH:30][CH:29]=2)[CH:11]=[CH:12][CH:13]=1 |f:1.2|. Procedure details: 4-[3-(5-Chloropentyloxy)phenyl]-7-methoxymethyloxy-3-[4-(methoxymethyloxy)phenyl]-2,3-dihydro-4H-benzopyran (283 mg, 0.5 mmol) and sodium iodide (24 mg, 1.6 mmol) were dissolved in methyl ethyl ketone (5 ml) and then refluxed for 12 hours. The reaction mixture was cooled to room temperature and then water was added thereto. The reaction solution was extracted with ethyl acetate and the organic layer was dried over anhydrous magnesium sulfate, filtered and concentrated under reduced pressure to r...